From a dataset of the Open Reaction Database (ORD), a public repository of structured organic reaction records. describe an organic reaction: reactants, conditions, products, and yield The reactants are N1=C(N=CC=C1)C(C(=O)OCC)C(=O)OCC (diethyl (2-pyrimidinyl)malonate), CS(=O)C (dimethyl sulfoxide), [Cl-].[Na+] (sodium chloride). The solvent is O (water), O (water). Run at temperature 142.5 celsius, time 20 minute. The product is N1=C(N=CC=C1)CC(=O)OCC (ethyl (2-pyrimidinyl)acetate). The yield is 63.9%. RXN SMILES: [N:1]1[CH:6]=[CH:5][CH:4]=[N:3][C:2]=1[CH:7](C(OCC)=O)[C:8]([O:10][CH2:11][CH3:12])=[O:9].CS(C)=O.[Cl-].[Na+]>O>[N:1]1[CH:6]=[CH:5][CH:4]=[N:3][C:2]=1[CH2:7][C:8]([O:10][CH2:11][CH3:12])=[O:9] |f:2.3|. Procedure details: 4.76 g of diethyl (2-pyrimidinyl)malonate and 20 ml of dimethyl sulfoxide were mixed. To the mixture was added 1.40 g of sodium chloride and 0.72 g of water. The mixture was stirred for about 20 minutes at an inner temperature of 140 to 145° C., and for about 20 minutes at an inner temperature of 145 to 148° C. The mixture was allowed to cool to room temperature, then, to the reaction mixture was added water, and extracted with ethyl acetate. The organic layer was washed with saturated brine twi...